This data is from the Open Reaction Database (ORD), a public repository of structured organic reaction records. The task is: describe an organic reaction: reactants, conditions, products, and yield Reactants: IC1=CC2=C(SCC(N2CC2=CC=C(C=C2)OC)=O)C=C1 (6-iodo-4-(4-methoxybenzyl)-2H-benzo[b][1,4]thiazin-3(4H)-one), O=C1OC2C(CN1)CCN(C2)C(=O)OC(C)(C)C (rac-(4aR*,8aR*)-tert-butyl 2-oxohexahydro-2H-pyrido[4,3-e][1,3]oxazine-7(3H)-carboxylate), C([O-])([O-])=O.[K+].[K+] (potassium carbonate), CN[C@H]1[C@@H](CCCC1)NC ((R,R)-(−)-N,N′-dimethyl-1,2-cyclohexanediamine). The reagents and catalysts are [Cu]I (CuI). Solvent: C(Cl)Cl.CO (DCM MeOH), O1CCOCC1 (dioxane). Reaction conditions: temperature 100 celsius, time 2 day. Yields the product COC1=CC=C(CN2C3=C(OCC2=O)C=CC(=C3)N3C(OC2C(C3)CCN(C2)C(=O)OC(C)(C)C)=O)C=C1 (Rac-(4aR*,8aR*)-tert-butyl 3-(4-(4-methoxybenzyl)-3-oxo-3,4-dihydro-2H-benzo[b][1,4]oxazin-6-yl)-2-oxohexahydro-2H-pyrido[4,3-e][1,3]oxazine-7(3H)-carboxylate). Isolated yield 58.9%. As a reaction SMILES: I[C:2]1[CH:21]=[CH:20][C:5]2S[CH2:7][C:8](=[O:19])[N:9]([CH2:10][C:11]3[CH:16]=[CH:15][C:14]([O:17][CH3:18])=[CH:13][CH:12]=3)[C:4]=2[CH:3]=1.[O:22]=[C:23]1[NH:28][CH2:27][CH:26]2[CH2:29][CH2:30][N:31]([C:33]([O:35][C:36]([CH3:39])([CH3:38])[CH3:37])=[O:34])[CH2:32][CH:25]2[O:24]1.C(=O)([O-])[O-:41].[K+].[K+].CN[C@@H]1CCCC[C@H]1NC>C(Cl)Cl.CO.[Cu]I.O1CCOCC1>[CH3:18][O:17][C:14]1[CH:15]=[CH:16][C:11]([CH2:10][N:9]2[C:8](=[O:19])[CH2:7][O:41][C:5]3[CH:20]=[CH:21][C:2]([N:28]4[CH2:27][CH:26]5[CH2:29][CH2:30][N:31]([C:33]([O:35][C:36]([CH3:39])([CH3:38])[CH3:37])=[O:34])[CH2:32][CH:25]5[O:24][C:23]4=[O:22])=[CH:3][C:4]2=3)=[CH:12][CH:13]=1 |f:2.3.4,6.7|. Procedure: In a 7 mL sealed vial were introduced 6-iodo-4-(4-methoxybenzyl)-2H-benzo[b][1,4]thiazin-3(4H)-one (0.2 g, 0.486 mmol), rac-(4aR*,8aR*)-tert-butyl 2-oxohexahydro-2H-pyrido[4,3-e][1,3]oxazine-7(3H)-carboxylate (Preparation A, 0.15 g, 0.584 mmol, 1.2 eq.), potassium carbonate (0.134 g, 2 eq.), (R,R)-(−)-N,N′-dimethyl-1,2-cyclohexanediamine (0.01 g, 0.06 mmol, 0.1 eq.), CuI (0.11 g, 0.57 mmol, 1 eq.) and dioxane (2.3 mL). The suspension was stirred at 100° C. for 2 days. The mixture was cooled to r... The yield is 78.0%. RXN SMILES: [CH3:1][N:2]1[C:11]2[C:6](=[CH:7][C:8]([CH2:12][O:13][C:14]3[CH:15]=[C:16]([C:20]4([O:27][CH3:28])[CH2:25][CH2:24][O:23][CH2:22][CH:21]4[OH:26])[CH:17]=[CH:18][CH:19]=3)=[CH:9][CH:10]=2)[CH:5]=[CH:4][C:3]1=[O:29].CI.[CH2:32]1OCCOCCOCCOCCOC1>>[CH3:1][N:2]1[C:11]2[C:6](=[CH:7][C:8]([CH2:12][O:13][C:14]3[CH:15]=[C:16]([C:20]4([O:27][CH3:28])[CH2:25][CH2:24][O:23][CH2:22][CH:21]4[O:26][CH3:32])[CH:17]=[CH:18][CH:19]=3)=[CH:9][CH:10]=2)[CH:5]=[CH:4][C:3]1=[O:29]. Product: CN1C(C=CC2=CC(=CC=C12)COC=1C=C(C=CC1)C1(C(COCC1)OC)OC)=O ((3RS,4SR)-4-[3-(1,2-dihydro-1-methyl-2-oxoquinolin-6-ylmethoxy)phenyl]-3,4-dimethoxytetrahydropyran). Starting materials: CN1C(C=CC2=CC(=CC=C12)COC=1C=C(C=CC1)C1(C(COCC1)O)OC)=O ((3RS,4SR)-4-[3-(1,2-dihydro-1-methyl-2-oxoquinolin-6-ylmethoxy)phenyl]-3-hydroxy-4-methoxytetrahydropyran), CI (methyl iodide), C1COCCOCCOCCOCCO1 (15-crown-5). Procedure: Using the methylation procedure described in the portion of Example 1 which is concerned with the preparation of starting materials, (3RS,4SR)-4-[3-(1,2-dihydro-1-methyl-2-oxoquinolin-6-ylmethoxy)phenyl]-3-hydroxy-4-methoxytetrahydropyran was reacted with methyl iodide in the presence of 15-crown-5 to give (3RS,4SR)-4-[3-(1,2-dihydro-1-methyl-2-oxoquinolin-6-ylmethoxy)phenyl]-3,4-dimethoxytetrahydropyran in 78% yield, as a glass. The reactants are ClC=1C=NC=C(C1SC1=C(C=C(S1)C(=O)Cl)[N+](=O)[O-])Cl (5-[(3,5-dichloro-4-pyridyl)sulfanyl]-4-nitro-thiophene-2-carbonyl chloride), ClC1=C(N)C=CC(=C1)Cl (2,4-dichloroaniline). Procedure: Prepared according to the procedure described for example 50 from 5-[(3,5-dichloro-4-pyridyl)sulfanyl]-4-nitro-thiophene-2-carbonyl chloride (120 mg, 0.33 mmol) and 2,4-dichloroaniline (62 mg, 0.39 mmol). The title compound was obtained as a solid (85 mg, 52% yield). 1H NMR (400 MHz, d6-DMSO) δ: 10.58 (1H, s), 8.99 (2H, m), 8.69 (1H, s), 7.74 (1H, m), 7.48 (2H, m). MS m/z: 491.96, 493.96, 495.97 [M+H]+. Product: ClC1=C(C=CC(=C1)Cl)NC(=O)C=1SC(=C(C1)[N+](=O)[O-])SC1=C(C=NC=C1Cl)Cl (N-(2,4-dichlorophenyl)-5-((3,5-dichloropyridin-4-yl)thio)-4-nitrothiophene-2-carboxamide), solid. As a reaction SMILES: [Cl:1][C:2]1[CH:3]=[N:4][CH:5]=[C:6]([Cl:20])[C:7]=1[S:8][C:9]1[S:13][C:12]([C:14](Cl)=[O:15])=[CH:11][C:10]=1[N+:17]([O-:19])=[O:18].[Cl:21][C:22]1[CH:28]=[C:27]([Cl:29])[CH:26]=[CH:25][C:23]=1[NH2:24]>>[Cl:21][C:22]1[CH:28]=[C:27]([Cl:29])[CH:26]=[CH:25][C:23]=1[NH:24][C:14]([C:12]1[S:13][C:9]([S:8][C:7]2[C:2]([Cl:1])=[CH:3][N:4]=[CH:5][C:6]=2[Cl:20])=[C:10]([N+:17]([O-:19])=[O:18])[CH:11]=1)=[O:15]. Yield: 52.0%. The reactants are CC(C)(C)OC(=O)NN, C[Si](C)(C)C#CC(=O)CCCC(=O)O, CC(C)O. Product: CC(C)(C)OC(=O)NN=C(C#C[Si](C)(C)C)CCCC(=O)O. Reaction SMILES: [C:15]([NH:16][NH2:17])(=[O:18])[O:19][C:20]([CH3:21])([CH3:22])[CH3:23].[CH3:1][Si:2]([C:3]#[C:4][C:5]([CH2:6][CH2:7][CH2:8][C:9](=[O:10])[OH:11])=[O:12])([CH3:13])[CH3:14].[CH:24]([OH:25])([CH3:26])[CH3:27]>>[CH3:1][Si:2]([C:3]#[C:4][C:5]([CH2:6][CH2:7][CH2:8][C:9](=[O:10])[OH:11])=[N:17][NH:16][C:15](=[O:18])[O:19][C:20]([CH3:21])([CH3:22])[CH3:23])([CH3:13])[CH3:14].